Dataset: the Open Reaction Database (ORD), a public repository of structured organic reaction records. Task: describe an organic reaction: reactants, conditions, products, and yield The reactants are C1(CC1)CN(CC=1C=NC=CC1)C1CCNCC1 (cyclopropylmethyl-piperidin-4-yl-pyridin-3-ylmethylamine), ClC(=O)OC1=CC=C(C=C1)OC1=NC=C(C=C1)C(F)(F)F (4-(5-trifluoromethyl-pyridin-2-yloxy)-phenyl chloroformate), C(C)(C)NC(C)C (diisopropylamine). The solvent is CN(C=O)C (dimethylformamide). The product is FC(C=1C=CC(=NC1)OC1=CC=C(C=C1)OC(=O)N1CCC(CC1)N(CC=1C=NC=CC1)CC1CC1)(F)F (4-(Cyclopropylmethyl-pyridin-3-ylmethyl-amino)-piperidine-1-carboxylic acid 4-(5-trifluoromethyl-pyridin-2-yloxy)-phenyl ester). RXN SMILES: [CH:1]1([CH2:4][N:5]([CH:13]2[CH2:18][CH2:17][NH:16][CH2:15][CH2:14]2)[CH2:6][C:7]2[CH:8]=[N:9][CH:10]=[CH:11][CH:12]=2)[CH2:3][CH2:2]1.Cl[C:20]([O:22][C:23]1[CH:28]=[CH:27][C:26]([O:29][C:30]2[CH:35]=[CH:34][C:33]([C:36]([F:39])([F:38])[F:37])=[CH:32][N:31]=2)=[CH:25][CH:24]=1)=[O:21].C(NC(C)C)(C)C>CN(C)C=O>[F:38][C:36]([F:37])([F:39])[C:33]1[CH:34]=[CH:35][C:30]([O:29][C:26]2[CH:27]=[CH:28][C:23]([O:22][C:20]([N:16]3[CH2:15][CH2:14][CH:13]([N:5]([CH2:4][CH:1]4[CH2:2][CH2:3]4)[CH2:6][C:7]4[CH:8]=[N:9][CH:10]=[CH:11][CH:12]=4)[CH2:18][CH2:17]3)=[O:21])=[CH:24][CH:25]=2)=[N:31][CH:32]=1. Reported procedure: The title product was prepared from cyclopropylmethyl-piperidin-4-yl-pyridin-3-ylmethylamine and 4-(5-trifluoromethyl-pyridin-2-yloxy)-phenyl chloroformate, 3 equivalent of diisopropylamine was added, solvent: dimethylformamide. The crude reaction mixture was evaporated without addition of acetic acid, preparative HPLC (method C) (47%, off-white solid. HPLC-MS m/z=(M+1) 513.3, Rt: 2.70 min. Starting materials: cuprous chloride, [OH-].[Na+] (sodium hydroxide), [OH-].[Na+] (caustic soda), ClC=1SC(=CC1C(=O)O)Cl (2,5-dichlorothiophene-3-carboxylic acid), S(=O)(O)[O-].[Na+] (sodium hydrogen sulfite). Solvent: O (water), O (water). Reaction conditions: time 24 hour. Yields the product ClC1=CC(=C(S1)S(=O)(=O)O)C(=O)[O-].[Na+] (sodium 5-chloro-2-sulfothiophene- 3-carboxylate). As a reaction SMILES: [OH-].[Na+:2].Cl[C:4]1[S:5][C:6]([Cl:12])=[CH:7][C:8]=1[C:9]([OH:11])=[O:10].[S:13]([O-:16])([OH:15])=[O:14].[Na+]>O>[Cl:12][C:6]1[S:5][C:4]([S:13]([OH:16])(=[O:15])=[O:14])=[C:8]([C:9]([O-:11])=[O:10])[CH:7]=1.[Na+:2] |f:0.1,3.4,6.7|. Procedure: 59 g. of sodium hydroxide are dissolved in 637 ml. of water. The solution is heated to 90°, and 290.7 g. of 2,5-dichlorothiophene-3-carboxylic acid are added and dissolved by stirring. 156 g. of sodium hydrogen sulfite dissolved in 430 ml. of water is added to the solution and the pH thereof is adjusted to 7.5-7.7 with approximately 167 ml. of 30% caustic soda. 12 g. of finely powdered cuprous chloride are added to the clear solution, which is then boiled for 24 hours under reflux. The solution ... The reactants are C1(=CC=CC=C1)C(N1C=NC(=C1)CCCO)(C1=CC=CC=C1)C1=CC=CC=C1 (3-(1-triphenylmethyl-1H-imidazol-4-yl)propanol), OC1=CC=C(C=C1)CC(CCCC)=O ((4-hydroxyphenyl)hexanone). The product is N1C=NC(=C1)CCCOC1=CC=C(C=C1)CC(CCCC)=O ((4-(3-(1H-Imidazol-4-yl)propyloxy)phenyl)hexanone). RXN SMILES: C1(C(C2C=CC=CC=2)(C2C=CC=CC=2)[N:8]2[CH:12]=[C:11]([CH2:13][CH2:14][CH2:15]O)[N:10]=[CH:9]2)C=CC=CC=1.[OH:29][C:30]1[CH:35]=[CH:34][C:33]([CH2:36][C:37](=[O:42])[CH2:38][CH2:39][CH2:40][CH3:41])=[CH:32][CH:31]=1>>[NH:8]1[CH:12]=[C:11]([CH2:13][CH2:14][CH2:15][O:29][C:30]2[CH:31]=[CH:32][C:33]([CH2:36][C:37](=[O:42])[CH2:38][CH2:39][CH2:40][CH3:41])=[CH:34][CH:35]=2)[N:10]=[CH:9]1. Reported procedure: 5 mmol of 3-(1-triphenylmethyl-1H-imidazol-4-yl)propanol and 6 mmol of (4-hydroxyphenyl)hexanone (prepared from hexanoic acid according to standard methods (Friedel-Crafts acylation)) are treated as described in Example 56. The reactants are C(C)(C)(C)OC(=O)N1CCN(CC1)CCC(=O)N[C@@H]1CN(CC1)S(=O)(=O)C=1C=2C(=CN=CC2C=CC1)Cl ((S)-3-[3-[1-(tert-Butoxycarbonyl)piperazin-4-yl]propionyl]amino-1-(4-chloro-5-isoquinolinesulfonyl)pyrrolidine), Cl (hydrochloride), compound, C(C)(C)(C)OC(=O)N1CCN(CC1)CCC(=O)O (3-[1-(tert-butoxycarbonyl)piperazin-4-yl]propionic acid), COCC(=O)O (2-methoxyacetic acid). Product: N1(CCNCC1)CCC(=O)N[C@H]1CN(CC1)S(=O)(=O)C=1C=2C(=CN=CC2C=CC1)Cl ((R)-3-[3-(piperazin-1-yl)propionyl]amino-1-(4-chloro-5-isoquinolinesulfonyl)pyrrolidine). As a reaction SMILES: C(OC([N:8]1[CH2:13][CH2:12][N:11]([CH2:14][CH2:15][C:16]([NH:18][C@H:19]2[CH2:23][CH2:22][N:21]([S:24]([C:27]3[C:28]4[C:29]([Cl:37])=[CH:30][N:31]=[CH:32][C:33]=4[CH:34]=[CH:35][CH:36]=3)(=[O:26])=[O:25])[CH2:20]2)=[O:17])[CH2:10][CH2:9]1)=O)(C)(C)C.Cl.C(OC(N1CCN(CCC(O)=O)CC1)=O)(C)(C)C.COCC(O)=O>>[N:11]1([CH2:14][CH2:15][C:16]([NH:18][C@@H:19]2[CH2:23][CH2:22][N:21]([S:24]([C:27]3[C:28]4[C:29]([Cl:37])=[CH:30][N:31]=[CH:32][C:33]=4[CH:34]=[CH:35][CH:36]=3)(=[O:26])=[O:25])[CH2:20]2)=[O:17])[CH2:12][CH2:13][NH:8][CH2:9][CH2:10]1. Procedure: (S)-3-[3-[1-(tert-Butoxycarbonyl)piperazin-4-yl]propionyl]amino-1-(4-chloro-5-isoquinolinesulfonyl)pyrrolidine can be prepared from hydrochloride of the compound prepared in Example 19-2 by using 3-[1-(tert-butoxycarbonyl)piperazin-4-yl]propionic acid in the method of Example 56-1 instead of 2-methoxyacetic acid, and the protective group of the obtained compound can be removed according to the method described in Example 1-1, Step B to obtain the title compound. The reactants are BrC1=C(C=CC=C1)CC(=O)N(C)C[C@@H]1[C@H](C[C@@H](O1)N1C(=O)NC(=O)C(=C1)CC)O (5'-[2-(2-bromophenyl)-N-methylacetamido]-2',5'-dideoxy-5-ethyluridine), C(C)(=O)OC(C)=O (acetic anhydride). Solvent: N1=CC=CC=C1 (pyridine). Reaction conditions: time 5 hour. Product: C(C)(=O)O[C@H]1C[C@@H](O[C@@H]1CN(C(CC1=C(C=CC=C1)Br)=O)C)N1C(=O)NC(=O)C(=C1)CC (3'-O-acetyl-5'-[2-(2-bromophenyl)-N-methylacet-amido]-2',5'-dideoxy-5-ethyluridine). As a reaction SMILES: [Br:1][C:2]1[CH:7]=[CH:6][CH:5]=[CH:4][C:3]=1[CH2:8][C:9]([N:11]([CH2:13][C@H:14]1[O:18][C@@H:17]([N:19]2[CH:26]=[C:25]([CH2:27][CH3:28])[C:23](=[O:24])[NH:22][C:20]2=[O:21])[CH2:16][C@@H:15]1[OH:29])[CH3:12])=[O:10].[C:30](OC(=O)C)(=[O:32])[CH3:31]>N1C=CC=CC=1>[C:30]([O:29][C@@H:15]1[C@@H:14]([CH2:13][N:11]([CH3:12])[C:9](=[O:10])[CH2:8][C:3]2[CH:4]=[CH:5][CH:6]=[CH:7][C:2]=2[Br:1])[O:18][C@@H:17]([N:19]2[CH:26]=[C:25]([CH2:27][CH3:28])[C:23](=[O:24])[NH:22][C:20]2=[O:21])[CH2:16]1)(=[O:32])[CH3:31]. Procedure details: 0.05 g of 5'-[2-(2-bromophenyl)-N-methylacetamido]-2',5'-dideoxy-5-ethyluridine was dissolved in 2 ml of dry pyridine and the solution was treated with 0.12 ml of acetic anhydride. The mixture was stirred at room temperature for 5 hours and then evaporated. The residue was re-evaporated with toluene to give a solid which was triturated with diethyl ether and then removed by filtration. There was obtained 0.03 g of 3'-O-acetyl-5'-[2-(2-bromophenyl)-N-methylacet-amido]-2',5'-dideoxy-5-ethyluridine... The reactants are [H][H] (hydrogen), C(C)(=O)OC(C)=O (acetic anhydride), [N+](=O)([O-])C=1C=C2CC(CC2=CC1)NC(C)=O (N-(5-nitro-indan-2-yl)-acetamide). The reagents and catalysts are [Ni] (Raney nickel), [Ni] (Raney nickel). Solvent: O1CCCC1 (tetrahydrofuran). Conditions: time 24 hour. Product: C(C)(=O)NC=1C=C2CC(CC2=CC1)NC(C)=O (N-(5-acetylamino-indan-2-yl)-acetamide). Yield: 52.0%. As a reaction SMILES: [N+:1]([C:4]1[CH:5]=[C:6]2[C:10](=[CH:11][CH:12]=1)[CH2:9][CH:8]([NH:13][C:14](=[O:16])[CH3:15])[CH2:7]2)([O-])=O.[C:17](OC(=O)C)(=[O:19])[CH3:18].[H][H]>O1CCCC1.[Ni]>[C:17]([NH:1][C:4]1[CH:5]=[C:6]2[C:10](=[CH:11][CH:12]=1)[CH2:9][CH:8]([NH:13][C:14](=[O:16])[CH3:15])[CH2:7]2)(=[O:19])[CH3:18]. Procedure details: The mixture of N-(5-nitro-indan-2-yl)-acetamide (20.5 g, 93 mmol) in tetrahydrofuran (200 mL) was combined with acetic anhydride (10 mL) and Raney nickel (5 g) and stirred under an atmosphere of hydrogen gas (in a balloon) at room temperature for 24 h. Additional Raney nickel was added and the balloon recharged with hydrogen gas and stirred an additional 24 h. After removing the Raney nickel by filtration through a celite pad and washing with methanol several times, the filtrate was evaporated t... Yield: 18.7%. Procedure: N-acetyl-L-thyroxine (Anal. Biochem., 33 (1970) 67) (1.0 g, 1.22 mmole) and N-hydroxysuccinimide (0.148 g, 1.28 mmole) are dissolved in 2 ml of dimethylformamide and 3 ml of tetrahydrofuran. Dicychlohexylcarbodiimide (0.264 g=1.28 mmole) is then added all at once and the reaction mixture stirred at room temperature for 4 hours. The dicyclohexylurea is removed by filtration and to the filtrate is added a solution of 6-aminocaproic acid (160 mg, 1.22 mmole) and sodium bicarbonate (204 mg, 2.44 mmo... The reactants are Cl (HCl), NCCCCCC(=O)O (6-aminocaproic acid), C([O-])(O)=O.[Na+] (sodium bicarbonate), C(C)(=O)N[C@@H](CC1=CC(I)=C(C(I)=C1)OC1=CC(I)=C(C(I)=C1)O)C(=O)O (N-acetyl-L-thyroxine), ON1C(CCC1=O)=O (N-hydroxysuccinimide). As a reaction SMILES: [C:1]([NH:4][C@H:5]([C:25]([OH:27])=[O:26])[CH2:6][C:7]1[CH:14]=[C:12]([I:13])[C:11]([O:15][C:16]2[CH:23]=[C:21]([I:22])[C:20]([OH:24])=[C:18]([I:19])[CH:17]=2)=[C:9]([I:10])[CH:8]=1)(=[O:3])[CH3:2].O[N:29]1[C:33](=O)[CH2:32][CH2:31][C:30]1=[O:35].NCCC[CH2:40][CH2:41][C:42]([OH:44])=[O:43].C(=O)(O)[O-].[Na+].Cl>CN(C)C=O.O1CCCC1.O>[C:1]([NH:4][C@H:5]([C:25]([OH:27])=[O:26])[CH2:6][C:7]1[CH:14]=[C:12]([I:13])[C:11]([O:15][C:16]2[CH:17]=[C:18]([I:19])[C:20]([OH:24])=[C:21]([I:22])[CH:23]=2)=[C:9]([I:10])[CH:8]=1)(=[O:3])[CH3:2].[C:42]([CH2:41][CH2:40][CH2:31][CH2:32][CH2:33][NH:29][CH:30]=[O:35])([OH:44])=[O:43] |f:3.4,9.10|. The product is C(C)(=O)N[C@@H](CC1=CC(I)=C(C(I)=C1)OC1=CC(I)=C(C(I)=C1)O)C(=O)O.C(=O)(O)CCCCCNC=O (N-acetyl-L-thyroxine N-(5-carboxypentyl)-carboxamide). Run in O (water), CN(C=O)C (dimethylformamide), O1CCCC1 (tetrahydrofuran). Conditions: time 4 hour.